This data is from the Open Reaction Database (ORD), a public repository of structured organic reaction records. The task is: describe an organic reaction: reactants, conditions, products, and yield The reactants are O (water), C(C)(C)(C)OC(=O)N1CCN(CCC1)C1=NC2=C(N1CCCC(C)=O)C=CC=C2 (1-(t-butoxycarbonyl)-4-(1-(4-oxopentyl)-1H-benzimidazol-2-yl)[1,4]diazepane), I (hydriodic acid), ethylene ketal, ClCCl (dichloromethane). Run in CO (methanol), C(C)OCC (diethyl ether). Run at time 0.5 hour. The product is I.O=C(CCCN1C(=NC2=C1C=CC=C2)N2CCNCCC2)C (4-(1-(4-Oxopentyl)-1H-benzimidazol-2-yl)[1,4]diazepane hydriodic Acid Salt). As a reaction SMILES: C(OC([N:8]1[CH2:14][CH2:13][CH2:12][N:11]([C:15]2[N:19]([CH2:20][CH2:21][CH2:22][C:23](=[O:25])[CH3:24])[C:18]3[CH:26]=[CH:27][CH:28]=[CH:29][C:17]=3[N:16]=2)[CH2:10][CH2:9]1)=O)(C)(C)C.ClCCl.[IH:33].O>C(OCC)C.CO>[IH:33].[O:25]=[C:23]([CH3:24])[CH2:22][CH2:21][CH2:20][N:19]1[C:18]2[CH:26]=[CH:27][CH:28]=[CH:29][C:17]=2[N:16]=[C:15]1[N:11]1[CH2:12][CH2:13][CH2:14][NH:8][CH2:9][CH2:10]1 |f:6.7|. Procedure: Combine 1-(t-butoxycarbonyl)-4-(1-(4-oxopentyl)-1H-benzimidazol-2-yl)[1,4]diazepane, ethylene ketal (0.9 g, 2.0 mmol) and dichloromethane (20 mL). Cool in an ice bath and add hydriodic acid (0.53 mL, 57%, 4.05 mmol). Warm to ambient temperature. After 0.5 hours, add water (0.5 mL) and heat to reflux. After 18 hours, cool to ambient temperature and evaporate in vacuo to give a residue. Combine the residue and methanol (45 mL) and add diethyl ether (250 mL) with stirring to give a solid. After 30 ...